This data is from the Open Reaction Database (ORD), a public repository of structured organic reaction records. The task is: describe an organic reaction: reactants, conditions, products, and yield The product is ClCCCOC1=CC=C(C=C1)Cl (p-(3-chloropropoxy)chlorobenzene). Reported procedure: A 1 L flask provided with a stirrer was charged with 128.6 g (1.0 mol) of p-chlorophenol (available from Tokyo Chemical Industry Co., Ltd.), 52.0 g (1.3 mols) of sodium hydroxide (available from Wako Pure Chemical Industries Ltd.), 188.9 g (1.2 mols) of 1-bromo-3-chloropropane (available from Tokyo Chemical Industry Co., Ltd.) and 300 g of water. The content was maintained at 100° C. for 6 hours. Then the reaction liquid was cooled to room temperature, and deposited NaBr, produced by side reacti... Starting materials: [Na+].[Br-] (NaBr), ClC1=CC=C(C=C1)O (p-chlorophenol), [OH-].[Na+] (sodium hydroxide), BrCCCCl (1-bromo-3-chloropropane). Run at temperature 100 celsius. Reaction SMILES: [Cl:1][C:2]1[CH:7]=[CH:6][C:5]([OH:8])=[CH:4][CH:3]=1.[OH-].[Na+].Br[CH2:12][CH2:13][CH2:14][Cl:15].[Na+].[Br-]>O>[Cl:15][CH2:14][CH2:13][CH2:12][O:8][C:5]1[CH:6]=[CH:7][C:2]([Cl:1])=[CH:3][CH:4]=1 |f:1.2,4.5|. The yield is 83.0%. Solvent: O (water).